Dataset: the Open Reaction Database (ORD), a public repository of structured organic reaction records. Task: describe an organic reaction: reactants, conditions, products, and yield Starting materials: Cl.FC1=C(C=CC(=C1)S(N)(=O)=O)NN (2-fluoro-4-sulfamoylphenylhydrazine hydrochloride), FC(C(CC(=O)C1=CC(=C(C=C1)C=1N=CSC1)C)=O)(F)F (4,4,4-trifluoro-1-[3-methyl-4-(4-thiazolyl)phenyl]butane-1,3-dione). Product: FC=1C=C(C=CC1N1N=C(C=C1C1=CC(=C(C=C1)C=1N=CSC1)C)C(F)(F)F)S(=O)(=O)N (3-Fluoro-4-[5-[3-methyl-4-(4-thiazolyl)phenyl]-3-(trifluoromethyl)-1H-pyrazol-1-yl]benzenesulfonamide). Reaction SMILES: Cl.[F:2][C:3]1[CH:8]=[C:7]([S:9](=[O:12])(=[O:11])[NH2:10])[CH:6]=[CH:5][C:4]=1[NH:13][NH2:14].[F:15][C:16]([F:35])([F:34])[C:17](=O)[CH2:18][C:19]([C:21]1[CH:26]=[CH:25][C:24]([C:27]2[N:28]=[CH:29][S:30][CH:31]=2)=[C:23]([CH3:32])[CH:22]=1)=O>>[F:2][C:3]1[CH:8]=[C:7]([S:9]([NH2:10])(=[O:12])=[O:11])[CH:6]=[CH:5][C:4]=1[N:13]1[C:19]([C:21]2[CH:26]=[CH:25][C:24]([C:27]3[N:28]=[CH:29][S:30][CH:31]=3)=[C:23]([CH3:32])[CH:22]=2)=[CH:18][C:17]([C:16]([F:35])([F:34])[F:15])=[N:14]1 |f:0.1|. Procedure: The title compound was prepared according to the procedure of Example 60 using 2-fluoro-4-sulfamoylphenylhydrazine hydrochloride instead of 3-fluoro-4-(methylsulfonyl)phenylhydrazine hydrochloride and 4,4,4-trifluoro-1-[3-methyl-4-(4-thiazolyl)phenyl]butane-1,3-dione instead of 4,4,4-trifluoro-1-[4-(2-furyl)phenyl]butane-1,3-dione in step 2. Yields the product CCCc1c(OCc2ccc(N)cc2)ccc(C(C)=O)c1O. As a reaction SMILES: [Cl-:28].[ClH:25].[O:29]1[CH2:30][CH2:31][CH2:32][CH2:33]1.[OH2:26].[OH2:27].[OH:1][c:2]1[c:3]([C:22]([CH3:23])=[O:24])[cH:4][cH:5][c:6]([O:11][CH2:12][c:13]2[cH:14][cH:15][c:16]([N+:19]([O-:20])=[O:21])[cH:17][cH:18]2)[c:7]1[CH2:8][CH2:9][CH3:10]>>[OH:1][c:2]1[c:3]([C:22]([CH3:23])=[O:24])[cH:4][cH:5][c:6]([O:11][CH2:12][c:13]2[cH:14][cH:15][c:16]([NH2:19])[cH:17][cH:18]2)[c:7]1[CH2:8][CH2:9][CH3:10]. Starting materials: [Cl-], Cl, C1CCOC1, O, O, CCCc1c(OCc2ccc([N+](=O)[O-])cc2)ccc(C(C)=O)c1O.